describe an organic reaction: reactants, conditions, products, and yield From a dataset of the Open Reaction Database (ORD), a public repository of structured organic reaction records. Starting materials: NC=1C=C(C(N)=NO)C=CC1Cl (3-amino-4-chloro-benzamidoxime), BrC1=C(OC=C1)C(=O)Cl (3-bromofuran-2-carbonyl chloride). The solvent is N1=CC=CC=C1 (pyridine). The product is NC=1C=C(C=CC1Cl)C1=NOC(=N1)C=1OC=CC1Br (3-(3-Amino-4-chloro-phenyl)-5-(3-bromofuran-2-yl)-[1,2,4]-oxadiazole). As a reaction SMILES: [NH2:1][C:2]1[CH:3]=[C:4]([CH:9]=[CH:10][C:11]=1[Cl:12])[C:5](=[N:7][OH:8])[NH2:6].[Br:13][C:14]1[CH:18]=[CH:17][O:16][C:15]=1[C:19](Cl)=O>N1C=CC=CC=1>[NH2:1][C:2]1[CH:3]=[C:4]([C:5]2[N:6]=[C:19]([C:15]3[O:16][CH:17]=[CH:18][C:14]=3[Br:13])[O:8][N:7]=2)[CH:9]=[CH:10][C:11]=1[Cl:12]. Reported procedure: The title compound was prepared from 3-amino-4-chloro-benzamidoxime (293 mg, 1.58 mmol) and 3-bromofuran-2-carbonyl chloride (329 mg, 1.57 mmol) in pyridine (2.8 mL) under reflux similar to Example 1b, yielded 289 mg (54%) as a white solid. 1H NMR (CDCl3): 7.66 (d, J=1.64 Hz, 1H), 7.59 (d, J=1.92 Hz, 1H), 7.50 (dd, J1=8.38 Hz, J2=2.07 Hz, 1H), 7.37 (d, J=8.24 Hz, 1H), 6.75 (d, J=1.93 Hz, 1H), 4.22 (s, 2H). Reactants: C(C1=CC=CC=C1)N1C=2C(=C3N(C(C(=CC3=C1)C1=C(C=CC(=C1)[N+](=O)[O-])C)=O)C)C=CN2 (4-Benzyl-9-methyl-7-(2-methyl-5-nitro-phenyl)-4,9-dihydro-3,4,9-triaza-cyclopenta[a]naphthalen-8-one). Reagents/catalysts: [OH-].[OH-].[Pd+2] (Pd(OH)2). Solvent: C(C)O (ethanol). Product: NC=1C=CC(=C(C1)C1=CC2=CN=C3C(=C2N(C1=O)C)C=CN3)C (7-(5-Amino-2-methyl-phenyl)-9-methyl-3,9-dihydro-3,4,9-triaza-cyclopenta[a]naphthalen-8-one). RXN SMILES: C([N:8]1[CH:17]=[C:16]2[C:11]([N:12]([CH3:29])[C:13](=[O:28])[C:14]([C:18]3[CH:23]=[C:22]([N+:24]([O-])=O)[CH:21]=[CH:20][C:19]=3[CH3:27])=[CH:15]2)=[C:10]2[CH:30]=[CH:31][N:32]=[C:9]12)C1C=CC=CC=1>C(O)C.[OH-].[OH-].[Pd+2]>[NH2:24][C:22]1[CH:21]=[CH:20][C:19]([CH3:27])=[C:18]([C:14]2[C:13](=[O:28])[N:12]([CH3:29])[C:11]3[C:16](=[CH:17][N:8]=[C:9]4[NH:32][CH:31]=[CH:30][C:10]4=3)[CH:15]=2)[CH:23]=1 |f:2.3.4|. Reported procedure: 4-Benzyl-9-methyl-7-(2-methyl-5-nitro-phenyl)-4,9-dihydro-3,4,9-triaza-cyclopenta[a]naphthalen-8-one (590 mg, 1.4 mmol) and 200 mg Pd(OH)2 in 20 ml ethanol is stirred under hydrogen atmosphere at room temperature for 12 hours. The reaction mixture is passed through a celite pad. The filtrate is concentrated and dried under vacuum to give the title compound as solid. MS m/z 305.2 (M+1).